This data is from the Open Reaction Database (ORD), a public repository of structured organic reaction records. The task is: describe an organic reaction: reactants, conditions, products, and yield The reactants are N(=O)[O-].[Na+] (sodium nitrite), FC1(OC2=C(O1)C=C(C(=C2)N)F)F (2,2,6-Trifluorobenzo[d][1,3]dioxol-5-amine), Cl (hydrochloric acid), [I-].[Na+] (sodium iodide), S([O-])(O)=O.[Na+] (sodium bisulfite). Run in ClCCl (dichloromethane), O (water), O (water). Run at temperature 5 celsius, time 30 minute. Product: FC1(OC2=C(O1)C=C(C(=C2)F)I)F (2,2,5-Trifluoro-6-iodobenzo[d][1,3]dioxole). The yield is 47.3%. Reaction SMILES: [F:1][C:2]1([F:13])[O:6][C:5]2[CH:7]=[C:8]([F:12])[C:9](N)=[CH:10][C:4]=2[O:3]1.Cl.N([O-])=O.[Na+].[I-:19].[Na+].S(=O)(O)[O-].[Na+]>O.ClCCl>[F:1][C:2]1([F:13])[O:3][C:4]2[CH:10]=[C:9]([I:19])[C:8]([F:12])=[CH:7][C:5]=2[O:6]1 |f:2.3,4.5,6.7|. Procedure: 2,2,6-Trifluorobenzo[d][1,3]dioxol-5-amine (8.0 g, 42 mmol) was added to concentrated hydrochloric acid (conc. HCl; 200 mL), cooled to 5° C., vigorously stirred and treated dropwise with a solution of sodium nitrite (4.3 g, 63 mmol) in water (10 mL) over 10 min. Stirring was continued for 30 min at 5-10° C. and the mixture was poured cautiously into a solution of sodium iodide (19 g, 130 mmol) in water (200 mL), rapidly stirred with dichloromethane (100 mL). After 20 min the mixture was treated ... The reactants are [Al+3], CC(C)(C)OC(=O)Nc1cccc2c3c([nH]c12)C=C(OCc1ccccc1)C=CC3, [H-], [H-], [H-], [H-], [Li+], [Na+], [Na+], C1CCOC1, O, O, O, O, O, O, O, O, O, O, O=S(=O)([O-])[O-]. Yields the product CNc1cccc2c3c([nH]c12)C=C(OCc1ccccc1)C=CC3. Reaction SMILES: [Al+3:32].[CH2:1]([c:2]1[cH:3][cH:4][cH:5][cH:6][cH:7]1)[O:8][C:9]1=[CH:10][c:11]2[nH:12][c:13]3[c:14]([NH:23][C:24]([O:25][C:26]([CH3:27])([CH3:28])[CH3:29])=[O:30])[cH:15][cH:16][cH:17][c:18]3[c:19]2[CH2:20][CH:21]=[CH:22]1.[H-:31].[H-:34].[H-:35].[H-:36].[Li+:33].[Na+:52].[Na+:53].[O:54]1[CH2:55][CH2:56][CH2:57][CH2:58]1.[OH2:37].[OH2:38].[OH2:39].[OH2:40].[OH2:41].[OH2:42].[OH2:43].[OH2:44].[OH2:45].[OH2:46].[S:47]([O-:48])([O-:49])(=[O:50])=[O:51]>>[CH2:1]([c:2]1[cH:3][cH:4][cH:5][cH:6][cH:7]1)[O:8][C:9]1=[CH:10][c:11]2[nH:12][c:13]3[c:14]([NH:23][CH3:24])[cH:15][cH:16][cH:17][c:18]3[c:19]2[CH2:20][CH:21]=[CH:22]1.